This data is from the Open Reaction Database (ORD), a public repository of structured organic reaction records. The task is: describe an organic reaction: reactants, conditions, products, and yield Reactants: CC[O-].[Na+] (NaOEt), Cl.C(C)(=N)N (acetamidine hydrochloride), C(C)(=O)C(C(=O)OCC)CC(=O)OCC (diethyl 2-acetylsuccinate). The solvent is CCO (EtOH). Yields the product CC1=NC(=C(C(N1)=O)CC(=O)OCC)C (Ethyl (2,6-Dimethyl-3H-pyrimidin-4-on-5-yl)acetate). As a reaction SMILES: CC[O-].[Na+].Cl.[C:6]([NH2:9])(=[NH:8])[CH3:7].[C:10]([CH:13]([CH2:19][C:20]([O:22][CH2:23][CH3:24])=[O:21])[C:14](OCC)=[O:15])(=O)[CH3:11]>CCO>[CH3:7][C:6]1[NH:9][C:14](=[O:15])[C:13]([CH2:19][C:20]([O:22][CH2:23][CH3:24])=[O:21])=[C:10]([CH3:11])[N:8]=1 |f:0.1,2.3|. Procedure details: A mixture of NaOEt (0.069 mol) in EtOH (prepared from 1.6 g of Na in 100 mL of EtOH), acetamidine hydrochloride (6.5 g, 0.069 mol), and diethyl 2-acetylsuccinate (15.0 g, 0.069 mol) was heated under reflux for 16 h. The mixture was concentrated, taken up in water (50 mL), and acidified with 2N HCl (12 mL). The aqueous mixture was extracted with CH2Cl2, and the extracts were dried (MgSO4) and concentrated. Trituration with either gave 3.9 g (27%) of product as a white solid, mp 175°177° C. Starting materials: O=C(n1ccnc1)n1ccnc1, CN(C)C=O, CC#N, CN1CCN(c2cccc3c2CCC(N)C3)CC1, O=C(O)c1ccc(N2CCOCC2)cc1, O=C=O. As a reaction SMILES: [C:16]([n:17]1[cH:18][cH:19][n:20][cH:21]1)([n:22]1[cH:23][cH:24][n:25][cH:26]1)=[O:27].[CH3:49][N:50]([CH3:51])[CH:52]=[O:53].[CH3:54][C:55]#[N:56].[NH2:31][CH:32]1[CH2:33][c:34]2[cH:35][cH:36][cH:37][c:38]([N:42]3[CH2:43][CH2:44][N:45]([CH3:48])[CH2:46][CH2:47]3)[c:39]2[CH2:40][CH2:41]1.[O:1]1[CH2:2][CH2:3][N:4]([c:7]2[cH:8][cH:9][c:10]([C:11](=[O:12])[OH:13])[cH:14][cH:15]2)[CH2:5][CH2:6]1.[O:28]=[C:29]=[O:30]>>[O:1]1[CH2:2][CH2:3][N:4]([c:7]2[cH:8][cH:9][c:10]([C:11](=[O:13])[NH:31][CH:32]3[CH2:33][c:34]4[cH:35][cH:36][cH:37][c:38]([N:42]5[CH2:43][CH2:44][N:45]([CH3:48])[CH2:46][CH2:47]5)[c:39]4[CH2:40][CH2:41]3)[cH:14][cH:15]2)[CH2:5][CH2:6]1. Product: CN1CCN(c2cccc3c2CCC(NC(=O)c2ccc(N4CCOCC4)cc2)C3)CC1. The reactants are C(CC(=O)C)(=O)OCC (ethyl acetoacetate), [H-].[Na+] (sodium hydride), Cl.C1(CCCC1)C(C)NC1=CC=C(C(=O)Cl)C=C1 (4-(1-cyclopentylethylamino)benzoyl chloride hydrochloride). Run in COCCOC (1,2-dimethoxyethane), COCCOC (1,2-dimethoxyethane), COCCOC (1,2-dimethoxyethane). The product is C1(CCCC1)C(C)NC1=CC=C(C(=O)C(C(=O)OCC)C(=O)C)C=C1 (ethyl 2-[4-(1-cyclopentylethylamino)benzoyl]acetoacetate). As a reaction SMILES: [C:1]([O:7][CH2:8][CH3:9])(=[O:6])[CH2:2][C:3]([CH3:5])=[O:4].[H-].[Na+].Cl.[CH:13]1([CH:18]([NH:20][C:21]2[CH:29]=[CH:28][C:24]([C:25](Cl)=[O:26])=[CH:23][CH:22]=2)[CH3:19])[CH2:17][CH2:16][CH2:15][CH2:14]1>COCCOC>[CH:13]1([CH:18]([NH:20][C:21]2[CH:29]=[CH:28][C:24]([C:25]([CH:2]([C:3]([CH3:5])=[O:4])[C:1]([O:7][CH2:8][CH3:9])=[O:6])=[O:26])=[CH:23][CH:22]=2)[CH3:19])[CH2:17][CH2:16][CH2:15][CH2:14]1 |f:1.2,3.4|. Procedure: A solution of 21.6 g. of ethyl acetoacetate and 10 ml. of 1,2-dimethoxyethane is added to a suspension of 4.0 g. of sodium hydride in 1,2-dimethoxyethane under argon. A solution of 17.3 g. of 4-(1-cyclopentylethylamino)benzoyl chloride hydrochloride in 1,2-dimethoxyethane is then added. The reaction mixture is refluxed for 5 hours, cooled, poured on ice and extracted with ether. The ether solution is washed with water and saturated sodium chloride solution, dried over anhydrous sodium sulfate an... Product: CC(C)(O)c1ccc(-c2nc(C(N)=O)c(Nc3cccc(CC#N)n3)s2)cc1. Starting materials: N#CCc1cccc(Br)n1, O=C([O-])[O-], CCC(C)(C)O, [K+], [K+], CC(C)(O)c1ccc(-c2nc(C(N)=O)c(N)s2)cc1, O=C(C=Cc1ccccc1)C=Cc1ccccc1, O=C(C=Cc1ccccc1)C=Cc1ccccc1, O=C(C=Cc1ccccc1)C=Cc1ccccc1, [Pd], [Pd]. RXN SMILES: [Br:20][c:21]1[cH:22][cH:23][cH:24][c:25]([CH2:27][C:28]#[N:29])[n:26]1.[C:30](=[O:31])([O-:32])[O-:33].[C:36]([OH:37])([CH2:38][CH3:39])([CH3:40])[CH3:41].[K+:34].[K+:35].[NH2:1][c:2]1[c:3]([C:17](=[O:18])[NH2:19])[n:4][c:5](-[c:7]2[cH:8][cH:9][c:10]([C:13]([CH3:14])([CH3:15])[OH:16])[cH:11][cH:12]2)[s:6]1.[O:44]=[C:45]([CH:46]=[CH:47][c:48]1[cH:49][cH:50][cH:51][cH:52][cH:53]1)[CH:54]=[CH:55][c:56]1[cH:57][cH:58][cH:59][cH:60][cH:61]1.[O:62]=[C:63]([CH:64]=[CH:65][c:66]1[cH:67][cH:68][cH:69][cH:70][cH:71]1)[CH:72]=[CH:73][c:74]1[cH:75][cH:76][cH:77][cH:78][cH:79]1.[O:80]=[C:81]([CH:82]=[CH:83][c:84]1[cH:85][cH:86][cH:87][cH:88][cH:89]1)[CH:90]=[CH:91][c:92]1[cH:93][cH:94][cH:95][cH:96][cH:97]1.[Pd:42].[Pd:43]>>[NH:1]([c:2]1[c:3]([C:17](=[O:18])[NH2:19])[n:4][c:5](-[c:7]2[cH:8][cH:9][c:10]([C:13]([CH3:14])([CH3:15])[OH:16])[cH:11][cH:12]2)[s:6]1)[c:21]1[cH:22][cH:23][cH:24][c:25]([CH2:27][C:28]#[N:29])[n:26]1. The reactants are C1CCOC1, CCC(C)O, O=Cc1ccc(O)c(F)c1, c1ccc(P(c2ccccc2)c2ccccc2)cc1. Product: CCC(C)Oc1ccc(C=O)cc1F. As a reaction SMILES: [CH2:35]1[O:36][CH2:37][CH2:38][CH2:39]1.[CH3:11][CH:12]([CH2:13][CH3:14])[OH:15].[F:1][c:2]1[cH:3][c:4]([CH:5]=[O:6])[cH:7][cH:8][c:9]1[OH:10].[c:16]1([P:17]([c:18]2[cH:19][cH:20][cH:21][cH:22][cH:23]2)[c:24]2[cH:25][cH:26][cH:27][cH:28][cH:29]2)[cH:30][cH:31][cH:32][cH:33][cH:34]1>>[F:1][c:2]1[cH:3][c:4]([CH:5]=[O:6])[cH:7][cH:8][c:9]1[O:10][CH:12]([CH3:11])[CH2:13][CH3:14]. Starting materials: C=CCc1cc(C(C)=O)c(O)cc1OCCCCCC(=O)O, ClCCl, CN(C)C=O, O=C(Cl)C(=O)Cl. Product: C=CCc1cc(C(C)=O)c(O)cc1OCCCCCC(=O)Cl. RXN SMILES: [C:1]([CH3:2])(=[O:3])[c:4]1[cH:5][c:6]([CH2:20][CH:21]=[CH2:22])[c:7]([O:8][CH2:9][CH2:10][CH2:11][CH2:12][CH2:13][C:14](=[O:15])[OH:16])[cH:17][c:18]1[OH:19].[CH2:29]([Cl:30])[Cl:31].[CH3:32][N:33]([CH3:34])[CH:35]=[O:36].[Cl:23][C:24]([C:25]([Cl:26])=[O:27])=[O:28]>>[C:1]([CH3:2])(=[O:3])[c:4]1[cH:5][c:6]([CH2:20][CH:21]=[CH2:22])[c:7]([O:8][CH2:9][CH2:10][CH2:11][CH2:12][CH2:13][C:14](=[O:15])[Cl:23])[cH:17][c:18]1[OH:19].